The task is: describe an organic reaction: reactants, conditions, products, and yield. This data is from the Open Reaction Database (ORD), a public repository of structured organic reaction records. Reactants: C(C)OC(=O)C=1C=NN(C1)C1=NC2=CC=C(C=C2C(N1COCC[Si](C)(C)C)=O)I (1-[6-iodo-4-oxo-3-(2-trimethylsilanyl-ethoxymethyl)-3,4-dihydro-quinazolin-2-yl]-1H-pyrazole-4-carboxylic acid ethyl ester), product, FC(OC1=C(C=CC=C1)B(O)O)(F)F (2-trifluoromethoxyphenylboronic acid). The product is O=C1NC(=NC2=CC=C(C=C12)C1=C(C=CC=C1)OC(F)(F)F)N1N=CC(=C1)C(=O)O (1-[4-Oxo-6-(2-trifluoromethoxy-phenyl)-3,4-dihydro-quinazolin-2-yl]-1H-pyrazole-4-carboxylic acid). As a reaction SMILES: C([O:3][C:4]([C:6]1[CH:7]=[N:8][N:9]([C:11]2[N:20](COCC[Si](C)(C)C)[C:19](=[O:29])[C:18]3[C:13](=[CH:14][CH:15]=[C:16](I)[CH:17]=3)[N:12]=2)[CH:10]=1)=[O:5])C.[F:31][C:32]([F:44])([F:43])[O:33][C:34]1[CH:39]=[CH:38][CH:37]=[CH:36][C:35]=1B(O)O>>[O:29]=[C:19]1[C:18]2[C:13](=[CH:14][CH:15]=[C:16]([C:35]3[CH:36]=[CH:37][CH:38]=[CH:39][C:34]=3[O:33][C:32]([F:31])([F:44])[F:43])[CH:17]=2)[N:12]=[C:11]([N:9]2[CH:10]=[C:6]([C:4]([OH:3])=[O:5])[CH:7]=[N:8]2)[NH:20]1. Procedure: The titled compound was prepared in a manner analogous to Example 69, steps C-E, using 1-[6-iodo-4-oxo-3-(2-trimethylsilanyl-ethoxymethyl)-3,4-dihydro-quinazolin-2-yl]-1H-pyrazole-4-carboxylic acid ethyl ester (Example 69 product from step B) and 2-trifluoromethoxyphenylboronic acid in step C. MS (ESI): mass calcd. for C19H11F3N4O4, 416.1; m/z found, 417.1 [M+H]+. 1H NMR (600 MHz, DMSO-d6): 13.02 (s, 1H), 12.95 (s, 1H), 8.99 (s, 1H), 8.28 (s, 1H), 8.20 (s, 1H), 7.96 (d, J=7.5 Hz, 1H), 7.69-7.66 ...